Dataset: the Open Reaction Database (ORD), a public repository of structured organic reaction records. Task: describe an organic reaction: reactants, conditions, products, and yield The reactants are FC1=CC=C(C=C1)C1=C(N(C(C2=CC=CC=C12)=O)C(C)C)C(=O)O (4-(4-fluorophenyl)-2-isopropyl-1-oxo-1,2-dihydroisoquinoline-3-carboxylic acid), S(=O)(Cl)Cl (thionyl chloride). Yields the product FC1=CC=C(C=C1)C1=C(N(C(C2=CC=CC=C12)=O)C(C)C)C(=O)Cl (4-(4-fluorophenyl)-2-isopropyl-1-oxo-1,2-dihydroisoquinoline-3-carbonyl chloride). As a reaction SMILES: [F:1][C:2]1[CH:7]=[CH:6][C:5]([C:8]2[C:17]3[C:12](=[CH:13][CH:14]=[CH:15][CH:16]=3)[C:11](=[O:18])[N:10]([CH:19]([CH3:21])[CH3:20])[C:9]=2[C:22]([OH:24])=O)=[CH:4][CH:3]=1.S(Cl)([Cl:27])=O>>[F:1][C:2]1[CH:7]=[CH:6][C:5]([C:8]2[C:17]3[C:12](=[CH:13][CH:14]=[CH:15][CH:16]=3)[C:11](=[O:18])[N:10]([CH:19]([CH3:21])[CH3:20])[C:9]=2[C:22]([Cl:27])=[O:24])=[CH:4][CH:3]=1. Procedure: A mixture of 4-(4-fluorophenyl)-2-isopropyl-1-oxo-1,2-dihydroisoquinoline-3-carboxylic acid (4.9 g) and thionyl chloride (50 ml) was heated at reflux for 90 minutes. The excess thionyl chloride was then removed by evaporation in vacuo (15 mmHg/40° C.) followed three times by treatment with dichloromethane and evaporation in vacuo, to give 4-(4-fluorophenyl)-2-isopropyl-1-oxo-1,2-dihydroisoquinoline-3-carbonyl chloride (4.35 g) in the form of a white solid, m.p.132°-134° C. [Elemental analysis: C...